From a dataset of the Open Reaction Database (ORD), a public repository of structured organic reaction records. describe an organic reaction: reactants, conditions, products, and yield The reactants are [Cl-].[NH4+] (ammonium chloride), C(CCC)[Li] (butyllithium), BrC=1C=C2C(=CN(C2=CC1)C)SC1CCN(CC1)OC (5-bromo-3-[(1-methoxypiperidin-4-yl)thio]-1-methyl-1H-indole), C(=O)=O (CO2). Run in O1CCCC1 (tetrahydrofuran). Reaction conditions: time 1 hour. The product is CON1CCC(CC1)SC1=CN(C2=CC=C(C=C12)C(=O)O)C (3-[(1-methoxypiperidin-4-yl)thio]-1-methyl-1H-indole-5-carboxylic acid). RXN SMILES: C([Li])CCC.Br[C:7]1[CH:8]=[C:9]2[C:13](=[CH:14][CH:15]=1)[N:12]([CH3:16])[CH:11]=[C:10]2[S:17][CH:18]1[CH2:23][CH2:22][N:21]([O:24][CH3:25])[CH2:20][CH2:19]1.[C:26](=[O:28])=[O:27].[Cl-].[NH4+]>O1CCCC1>[CH3:25][O:24][N:21]1[CH2:22][CH2:23][CH:18]([S:17][C:10]2[C:9]3[C:13](=[CH:14][CH:15]=[C:7]([C:26]([OH:28])=[O:27])[CH:8]=3)[N:12]([CH3:16])[CH:11]=2)[CH2:19][CH2:20]1 |f:3.4|. Procedure: A solution of butyllithium (7.1 ml, 2.5M in hexane) is added dropwise to 5-bromo-3-[(1-methoxypiperidin-4-yl)thio]-1-methyl-1H-indole (4.5 g, prepared in Example 59) in tetrahydrofuran (45 ml) at -78° C. After 1 hour at this temperature, a stream of CO2 is passed into the solution. After the temperature has risen to 0° C., a solution of ammonium chloride is added. The reaction mixture is concentrated, taken up with ether and washed with water. The organic phase is dried over sodium sulfate and c... The reactants are CC(=O)Nc1ccc(Sc2ccc(Br)cc2[N+](=O)[O-])cc1, C1CCOC1, CO, [Cl-], [Fe], [NH4+], O. Yields the product CC(=O)Nc1ccc(Sc2ccc(Br)cc2N)cc1. Reaction SMILES: [Br:1][c:2]1[cH:3][c:4]([N+:19]([O-:20])=[O:21])[c:5]([S:8][c:9]2[cH:10][cH:11][c:12]([NH:15][C:16]([CH3:17])=[O:18])[cH:13][cH:14]2)[cH:6][cH:7]1.[CH2:24]1[O:25][CH2:26][CH2:27][CH2:28]1.[CH3:30][OH:31].[Cl-:22].[Fe:32].[NH4+:23].[OH2:29]>>[Br:1][c:2]1[cH:3][c:4]([NH2:19])[c:5]([S:8][c:9]2[cH:10][cH:11][c:12]([NH:15][C:16]([CH3:17])=[O:18])[cH:13][cH:14]2)[cH:6][cH:7]1. The reactants are BrCC1CCCCC1, CN(C)C=O, Fc1cc2nc(-c3cccnc3Cl)[nH]c2cc1F, [H-], [Na+]. Yields the product Fc1cc2nc(-c3cccnc3Cl)n(CC3CCCCC3)c2cc1F. As a reaction SMILES: [Br:21][CH2:22][CH:23]1[CH2:24][CH2:25][CH2:26][CH2:27][CH2:28]1.[CH3:29][N:30]([CH3:31])[CH:32]=[O:33].[Cl:3][c:4]1[n:5][cH:6][cH:7][cH:8][c:9]1-[c:10]1[n:11][c:12]2[c:13]([nH:14]1)[cH:15][c:16]([F:20])[c:17]([F:19])[cH:18]2.[H-:1].[Na+:2]>>[Cl:3][c:4]1[n:5][cH:6][cH:7][cH:8][c:9]1-[c:10]1[n:11]([CH2:22][CH:23]2[CH2:24][CH2:25][CH2:26][CH2:27][CH2:28]2)[c:12]2[c:13]([n:14]1)[cH:15][c:16]([F:20])[c:17]([F:19])[cH:18]2. The reactants are CSc1nccc(-c2oc(CN3CCCCC3)cc2-c2ccc3c(c2)CCC3=O)n1, CCO, O. Product: O=C1CCc2cc(-c3cc(CN4CCCCC4)oc3-c3ccncn3)ccc21. Reaction SMILES: [CH3:1][S:2][c:3]1[n:4][cH:5][cH:6][c:7](-[c:9]2[o:10][c:11]([CH2:24][N:25]3[CH2:26][CH2:27][CH2:28][CH2:29][CH2:30]3)[cH:12][c:13]2-[c:14]2[cH:15][c:16]3[c:20]([cH:21][cH:22]2)[C:19](=[O:23])[CH2:18][CH2:17]3)[n:8]1.[CH3:32][CH2:33][OH:34].[OH2:31]>>[cH:3]1[n:4][cH:5][cH:6][c:7](-[c:9]2[o:10][c:11]([CH2:24][N:25]3[CH2:26][CH2:27][CH2:28][CH2:29][CH2:30]3)[cH:12][c:13]2-[c:14]2[cH:15][c:16]3[c:20]([cH:21][cH:22]2)[C:19](=[O:23])[CH2:18][CH2:17]3)[n:8]1. The reactants are ClC=1C=C(C=CC1)C1=CC(=CC=C1)C (3'-Chloro-3-methyl[1,1'-biphenyl]), BrN1C(CCC1=O)=O (N-bromosuccinimide). Run in C(Cl)(Cl)(Cl)Cl (carbon tetrachloride). The product is BrCC=1C=C(C=CC1)C1=CC(=CC=C1)Cl (3-bromomethyl-3'-chloro[1,1'-biphenyl]). Yield: 93.4%. Reaction SMILES: [Cl:1][C:2]1[CH:3]=[C:4]([C:8]2[CH:13]=[CH:12][CH:11]=[C:10]([CH3:14])[CH:9]=2)[CH:5]=[CH:6][CH:7]=1.[Br:15]N1C(=O)CCC1=O>C(Cl)(Cl)(Cl)Cl>[Br:15][CH2:14][C:10]1[CH:9]=[C:8]([C:4]2[CH:5]=[CH:6][CH:7]=[C:2]([Cl:1])[CH:3]=2)[CH:13]=[CH:12][CH:11]=1. Procedure details: 3'-Chloro-3-methyl[1,1'-biphenyl] (7.0 g, 0.035 mole) and N-bromosuccinimide (6.4 g, 0.035 mole) in 100 ml of carbon tetrachloride were irradiated for 4 hours with white light to afford 3-bromomethyl-3'-chloro[1,1'-biphenyl] (9.2 g). The nmr spectrum was consistent with that expected for the named compound.